This data is from the Open Reaction Database (ORD), a public repository of structured organic reaction records. The task is: describe an organic reaction: reactants, conditions, products, and yield Starting materials: CC(=O)N1c2ccc(N)cc2C(C)(c2ccccc2)CC1(C)C, O=C(Cl)c1ccccc1, CCN(C(C)C)C(C)C, C1CCOC1. Yields the product CC(=O)N1c2ccc(NC(=O)c3ccccc3)cc2C(C)(c2ccccc2)CC1(C)C. RXN SMILES: [C:1]([CH3:2])(=[O:3])[N:4]1[C:5]([CH3:22])([CH3:23])[CH2:6][C:7]([CH3:15])([c:16]2[cH:17][cH:18][cH:19][cH:20][cH:21]2)[c:8]2[cH:9][c:10]([NH2:14])[cH:11][cH:12][c:13]21.[C:24]([c:25]1[cH:26][cH:27][cH:28][cH:29][cH:30]1)(=[O:31])[Cl:32].[CH:33]([N:34]([CH2:35][CH3:36])[CH:37]([CH3:38])[CH3:39])([CH3:40])[CH3:41].[O:42]1[CH2:43][CH2:44][CH2:45][CH2:46]1>>[C:1]([CH3:2])(=[O:3])[N:4]1[C:5]([CH3:22])([CH3:23])[CH2:6][C:7]([CH3:15])([c:16]2[cH:17][cH:18][cH:19][cH:20][cH:21]2)[c:8]2[cH:9][c:10]([NH:14][C:24]([c:25]3[cH:26][cH:27][cH:28][cH:29][cH:30]3)=[O:31])[cH:11][cH:12][c:13]21. Reactants: COc1ccc(C(=O)Cl)cc1, CCO, O=c1[nH]cc(F)c(=O)[nH]1, C1COCCO1, c1ccncc1. Yields the product COc1ccc(C(=O)n2cc(F)c(=O)[nH]c2=O)cc1. Reaction SMILES: [CH3:22][O:23][c:24]1[cH:25][cH:26][c:27]([C:28](=[O:29])[Cl:30])[cH:31][cH:32]1.[CH3:33][CH2:34][OH:35].[F:1][c:2]1[c:3](=[O:9])[nH:4][c:5](=[O:8])[nH:6][cH:7]1.[O:10]1[CH2:11][CH2:12][O:13][CH2:14][CH2:15]1.[cH:16]1[cH:17][cH:18][n:19][cH:20][cH:21]1>>[F:1][c:2]1[c:3](=[O:9])[nH:4][c:5](=[O:8])[n:6]([C:28]([c:27]2[cH:26][cH:25][c:24]([O:23][CH3:22])[cH:32][cH:31]2)=[O:29])[cH:7]1.